The task is: describe an organic reaction: reactants, conditions, products, and yield. This data is from the Open Reaction Database (ORD), a public repository of structured organic reaction records. Reactants: [N+](=O)([O-])C1=CC=CC2=C1NC(CO2)(C#N)C2=NC=CC=C2 (5-Nitro-3-pyridin-2-yl-3,4-dihydro-2H-1,4-benzoxazine-3-carbonitrile), [O-2].[Al+3].[O-2].[O-2].[Al+3] (aluminum oxide), CS(=O)(=O)O (methanesulfonic acid). Run at temperature 120 celsius. Product: [N+](=O)([O-])C1=CC=CC2=C1NC(CO2)(C(=O)N)C2=NC=CC=C2 (5-nitro-3-pyridin-2-yl-3,4-dihydro-2H-1,4-benzoxazine-3-carboxamide). As a reaction SMILES: [N+:1]([C:4]1[C:9]2[NH:10][C:11]([C:16]3[CH:21]=[CH:20][CH:19]=[CH:18][N:17]=3)([C:14]#[N:15])[CH2:12][O:13][C:8]=2[CH:7]=[CH:6][CH:5]=1)([O-:3])=[O:2].[O-2].[Al+3].[O-2].[O-2].[Al+3].CS(O)(=O)=[O:29]>>[N+:1]([C:4]1[C:9]2[NH:10][C:11]([C:16]3[CH:21]=[CH:20][CH:19]=[CH:18][N:17]=3)([C:14]([NH2:15])=[O:29])[CH2:12][O:13][C:8]=2[CH:7]=[CH:6][CH:5]=1)([O-:3])=[O:2] |f:1.2.3.4.5|. Procedure: 5-Nitro-3-pyridin-2-yl-3,4-dihydro-2H-1,4-benzoxazine-3-carbonitrile (100 mg, 0.4 mmol) was added to a vigorously stirring mixture of aluminum oxide (100 mg, 1 mmol) and methanesulfonic acid (2 mL, 30 mmol) at room temperature. The reaction mixture was then heated to 120° C. for 20 min, allowed to cool to room temperature, and partitioned between water and ethyl acetate. The organic layer was washed with brine, dried over magnesium sulfate, filtered, and concentrated to give crude product. The p...